This data is from the Open Reaction Database (ORD), a public repository of structured organic reaction records. The task is: describe an organic reaction: reactants, conditions, products, and yield Reactants: C(C)(C)(C)OC(NC(CC1=CC=CC=C1)CCCC1=C(C=CC=C1)CBr)=O (tert-Butyl(5-(2-(bromomethyl)phenyl)-1-phenylpentan-2-yl)carbamate), C(=O)(C(F)(F)F)O (CF3COOH). Run in C(Cl)Cl (DCM). The product is BrCC1=C(C=CC=C1)CCCC(CC1=CC=CC=C1)N (5-(2-(Bromomethyl)phenyl)-1-phenylpentan-2-amine). Reaction SMILES: C(OC(=O)[NH:7][CH:8]([CH2:16][CH2:17][CH2:18][C:19]1[CH:24]=[CH:23][CH:22]=[CH:21][C:20]=1[CH2:25][Br:26])[CH2:9][C:10]1[CH:15]=[CH:14][CH:13]=[CH:12][CH:11]=1)(C)(C)C.C(O)(C(F)(F)F)=O>C(Cl)Cl>[Br:26][CH2:25][C:20]1[CH:21]=[CH:22][CH:23]=[CH:24][C:19]=1[CH2:18][CH2:17][CH2:16][CH:8]([NH2:7])[CH2:9][C:10]1[CH:15]=[CH:14][CH:13]=[CH:12][CH:11]=1. Reported procedure: To a solution of 30j (680 mg, 1.58 mmol) in DCM (20 mL) was added CF3COOH (1.79 g, 15.8 mmol). The solution was left to stir at rt until TLC analysis indicated the total consumption of the SM. Then the solvent was removed to get the crude desired product as yellow oil, which was used without further purification in the next step. Starting materials: CC1(OC(CN1)COC1=CC=CC=C1)C (2,2-dimethyl-5-phenoxymethyl oxazolidine), C1(=CC=C(C=C1)S(=O)(=O)N=C=O)C (p-toluene sulfonyl isocyanate). The solvent is C1=CC=CC=C1 (benzene), C1=CC=CC=C1 (benzene). Product: CC1(OC(CN1C(NS(=O)(=O)C1=CC=C(C=C1)C)=O)COC1=CC=CC=C1)C (2,2-dimethyl-3-(p-toluene-sulfonyl carbamyl) 5-phenoxymethyl oxazolidine). RXN SMILES: [CH3:1][C:2]1([CH3:15])[NH:6][CH2:5][CH:4]([CH2:7][O:8][C:9]2[CH:14]=[CH:13][CH:12]=[CH:11][CH:10]=2)[O:3]1.[C:16]1([CH3:28])[CH:21]=[CH:20][C:19]([S:22]([N:25]=[C:26]=[O:27])(=[O:24])=[O:23])=[CH:18][CH:17]=1>C1C=CC=CC=1>[CH3:1][C:2]1([CH3:15])[N:6]([C:26](=[O:27])[NH:25][S:22]([C:19]2[CH:20]=[CH:21][C:16]([CH3:28])=[CH:17][CH:18]=2)(=[O:23])=[O:24])[CH2:5][CH:4]([CH2:7][O:8][C:9]2[CH:14]=[CH:13][CH:12]=[CH:11][CH:10]=2)[O:3]1. Procedure details: To 20.7 milliliters of 2,2-dimethyl-5-phenoxymethyl oxazolidine, 25 percent w/v in 50 milliliters of benzene was added 419 grams of p-toluene sulfonyl isocyanate. Upon completion of the reaction the solvent, benzene, was removed in vacuo. There was obtained 12.8 grams of the title compound, as a glass. Analytical data supports the structure. Starting materials: N#Cc1cc(B(O)O)ccc1F, CC(=O)[O-], CC(=O)[O-], CC(c1cc(O)ccc1Cl)C(O)(c1ccc2c(c1)N(C)C(=O)CO2)C(F)(F)F, [Cu+2], c1ccncc1. The product is CC(c1cc(Oc2ccc(F)c(C#N)c2)ccc1Cl)C(O)(c1ccc2c(c1)N(C)C(=O)CO2)C(F)(F)F. RXN SMILES: [C:29](#[N:30])[c:31]1[cH:32][c:33]([B:38]([OH:39])[OH:40])[cH:34][cH:35][c:36]1[F:37].[C:41]([O-:42])(=[O:43])[CH3:44].[C:46]([O-:47])(=[O:48])[CH3:49].[Cl:1][c:2]1[c:3]([CH:9]([C:10]([C:11]([F:12])([F:13])[F:14])([OH:15])[c:16]2[cH:17][cH:18][c:19]3[c:20]([cH:27]2)[N:21]([CH3:26])[C:22](=[O:25])[CH2:23][O:24]3)[CH3:28])[cH:4][c:5]([OH:8])[cH:6][cH:7]1.[Cu+2:45].[cH:50]1[cH:51][cH:52][n:53][cH:54][cH:55]1>>[Cl:1][c:2]1[c:3]([CH:9]([C:10]([C:11]([F:12])([F:13])[F:14])([OH:15])[c:16]2[cH:17][cH:18][c:19]3[c:20]([cH:27]2)[N:21]([CH3:26])[C:22](=[O:25])[CH2:23][O:24]3)[CH3:28])[cH:4][c:5]([O:8][c:33]2[cH:32][c:31]([C:29]#[N:30])[c:36]([F:37])[cH:35][cH:34]2)[cH:6][cH:7]1. The reactants are BrC1=NC=C(C=C1)N (2-bromo-5-aminopyridine), C1(=CC=CC=C1)OC(=O)Cl (phenylchloroformate), N1=CC=CC=C1 (pyridine). Solvent: C1CCOC1 (THF). Conditions: temperature 0 celsius, time 1 hour. Product: BrC1=CC=C(C=N1)NC(OC1=CC=CC=C1)=O (Phenyl 6-bromopyridin-3-ylcarbamate), solid. The yield is 94.0%. RXN SMILES: [Br:1][C:2]1[CH:7]=[CH:6][C:5]([NH2:8])=[CH:4][N:3]=1.N1C=CC=CC=1.[C:15]1([O:21][C:22](Cl)=[O:23])[CH:20]=[CH:19][CH:18]=[CH:17][CH:16]=1>C1COCC1>[Br:1][C:2]1[N:3]=[CH:4][C:5]([NH:8][C:22](=[O:23])[O:21][C:15]2[CH:20]=[CH:19][CH:18]=[CH:17][CH:16]=2)=[CH:6][CH:7]=1. Procedure details: To a solution of 2-bromo-5-aminopyridine (3.0 g, 17.3 mmol) in THF (44 mL) cooled to 0° C. was added pyridine (1.8 mL, 21.7 mmol) followed by phenylchloroformate (2.3 mL, 18.2 mmol). A precipitate formed and the reaction was stirred at 0° C. for 1 h. The reaction was stirred at RT overnight and quenched with 1N HCl. The mixture was extracted with EtOAc. The organic layer was washed with water, saturated aqueous NaHCO3 and brine, dried over Na2SO4 and concentrated to give the title compound as a ... Reactants: CO, Cl, COC(=O)c1ccc(C(=O)Nc2ccc(C(C)(F)CNS(=O)(=O)C(C)C)cc2)nc1, [Li+], C1CCOC1, [OH-], O. Yields the product CC(C)S(=O)(=O)NCC(C)(F)c1ccc(NC(=O)c2ccc(C(=O)O)cn2)cc1. Reaction SMILES: [CH3:40][OH:41].[ClH:38].[F:1][C:2]([CH2:3][NH:4][S:5](=[O:6])(=[O:7])[CH:8]([CH3:9])[CH3:10])([CH3:11])[c:12]1[cH:13][cH:14][c:15]([NH:18][C:19](=[O:20])[c:21]2[cH:22][cH:23][c:24]([C:27](=[O:28])[O:29][CH3:30])[cH:25][n:26]2)[cH:16][cH:17]1.[Li+:31].[O:33]1[CH2:34][CH2:35][CH2:36][CH2:37]1.[OH-:32].[OH2:39]>>[F:1][C:2]([CH2:3][NH:4][S:5](=[O:6])(=[O:7])[CH:8]([CH3:9])[CH3:10])([CH3:11])[c:12]1[cH:13][cH:14][c:15]([NH:18][C:19](=[O:20])[c:21]2[cH:22][cH:23][c:24]([C:27](=[O:28])[OH:29])[cH:25][n:26]2)[cH:16][cH:17]1. The reactants are [H-].[Al+3].[Li+].[H-].[H-].[H-] (lithium aluminum hydride), C(C)OC(CC1C(C2=CC=CC=C2C1)=O)=O (1-oxoindane-2-acetic acid ethyl ester), C(=O)([O-])C(O)C(O)C(=O)[O-].[K+].[Na+] (sodium potassium tartrate), aqueous solution. The solvent is same solvent, C1CCOC1 (THF). The product is OC1C(CC2=CC=CC=C12)CCO (1-Hydroxyindane-2-ethanol). Reaction SMILES: C([O:3][C:4](=O)[CH2:5][CH:6]1[CH2:14][C:13]2[C:8](=[CH:9][CH:10]=[CH:11][CH:12]=2)[C:7]1=[O:15])C.[H-].[Al+3].[Li+].[H-].[H-].[H-].C(C(C(C([O-])=O)O)O)([O-])=O.[K+].[Na+]>C1COCC1>[OH:15][CH:7]1[C:8]2[C:13](=[CH:12][CH:11]=[CH:10][CH:9]=2)[CH2:14][CH:6]1[CH2:5][CH2:4][OH:3] |f:1.2.3.4.5.6,7.8.9|. Procedure: A solution of 1-oxoindane-2-acetic acid ethyl ester acid (5 g), described in Example 475, in dry THF (20 ml) is added to a stirred slurry of lithium aluminum hydride (3.6 g) in 120 ml of the same solvent. The reaction mixture is heated at reflux for 36 hr., allowed to cool, and decomposed with 30% aqueous solution of sodium potassium tartrate (14.4 ml). After filtration, the precipitate is washed with THF. The filtrate and washing are dried. Removal of solvent gives an oil which crystallizes fro... The reactants are CS(C)=O, CCOC(C)=O, NC1CCC(N)CC1, Fc1cc(-c2nc(NCC3CCOCC3)ccc2Cl)c(Cl)cn1. Yields the product NC1CCC(Nc2cc(-c3nc(NCC4CCOCC4)ccc3Cl)c(Cl)cn2)CC1. As a reaction SMILES: [CH3:24][S:25]([CH3:26])=[O:27].[CH3:36][CH2:37][O:38][C:39](=[O:40])[CH3:41].[CH:28]1([NH2:35])[CH2:29][CH2:30][CH:31]([NH2:34])[CH2:32][CH2:33]1.[Cl:1][c:2]1[c:3](-[c:16]2[cH:17][c:18]([F:23])[n:19][cH:20][c:21]2[Cl:22])[n:4][c:5]([NH:8][CH2:9][CH:10]2[CH2:11][CH2:12][O:13][CH2:14][CH2:15]2)[cH:6][cH:7]1>>[Cl:1][c:2]1[c:3](-[c:16]2[cH:17][c:18]([NH:35][CH:28]3[CH2:29][CH2:30][CH:31]([NH2:34])[CH2:32][CH2:33]3)[n:19][cH:20][c:21]2[Cl:22])[n:4][c:5]([NH:8][CH2:9][CH:10]2[CH2:11][CH2:12][O:13][CH2:14][CH2:15]2)[cH:6][cH:7]1. Starting materials: C1CCOC1, CC(C)(CO)C(=O)NCc1ccccc1Cl, O=C1NC(=O)c2ccccc21, CC(C)OC(=O)N=NC(=O)OC(C)C, c1ccc(P(c2ccccc2)c2ccccc2)cc1. The product is CC(C)(CN1C(=O)c2ccccc2C1=O)C(=O)NCc1ccccc1Cl. RXN SMILES: [CH2:61]1[O:62][CH2:63][CH2:64][CH2:65]1.[Cl:1][c:2]1[c:3]([CH2:4][NH:5][C:6]([C:7]([CH2:8][OH:9])([CH3:10])[CH3:11])=[O:12])[cH:13][cH:14][cH:15][cH:16]1.[O:17]=[C:18]1[NH:19][C:20](=[O:21])[c:22]2[cH:23][cH:24][cH:25][cH:26][c:27]21.[O:47]=[C:48]([O:49][CH:50]([CH3:51])[CH3:52])[N:53]=[N:54][C:55]([O:56][CH:57]([CH3:58])[CH3:59])=[O:60].[c:28]1([P:29]([c:30]2[cH:31][cH:32][cH:33][cH:34][cH:35]2)[c:36]2[cH:37][cH:38][cH:39][cH:40][cH:41]2)[cH:42][cH:43][cH:44][cH:45][cH:46]1>>[Cl:1][c:2]1[c:3]([CH2:4][NH:5][C:6]([C:7]([CH2:8][N:19]2[C:18](=[O:17])[c:27]3[c:22]([cH:23][cH:24][cH:25][cH:26]3)[C:20]2=[O:21])([CH3:10])[CH3:11])=[O:12])[cH:13][cH:14][cH:15][cH:16]1. Reactants: C(C)OC(=O)C1(CCN(CC1)CC1=CC=CC2=CC=CC=C12)S(=O)(=O)C1=CC=C(C=C1)OC (4-(4-methoxy-benzenesulfonyl)-napthalene-ylmethyl-piperidine-4-carboxylic acid ethyl ester), solid, [OH-].[Na+] (sodium hydroxide), O1CCCC1 (tetrahydrofuran). The solvent is CO (methanol). Yields the product COC1=CC=C(C=C1)S(=O)(=O)C1(CCN(CC1)CC1=CC=CC2=CC=CC=C12)C(=O)O (4-(4-Methoxy-benzenesulfonyl)-1-napthalene-ylmethyl-piperidine-4-carboxylic acid). RXN SMILES: C([O:3][C:4]([C:6]1([S:23]([C:26]2[CH:31]=[CH:30][C:29]([O:32][CH3:33])=[CH:28][CH:27]=2)(=[O:25])=[O:24])[CH2:11][CH2:10][N:9]([CH2:12][C:13]2[C:22]3[C:17](=[CH:18][CH:19]=[CH:20][CH:21]=3)[CH:16]=[CH:15][CH:14]=2)[CH2:8][CH2:7]1)=[O:5])C.[OH-].[Na+].O1CCCC1>CO>[CH3:33][O:32][C:29]1[CH:28]=[CH:27][C:26]([S:23]([C:6]2([C:4]([OH:5])=[O:3])[CH2:7][CH2:8][N:9]([CH2:12][C:13]3[C:22]4[C:17](=[CH:18][CH:19]=[CH:20][CH:21]=4)[CH:16]=[CH:15][CH:14]=3)[CH2:10][CH2:11]2)(=[O:25])=[O:24])=[CH:31][CH:30]=1 |f:1.2|. Reported procedure: 4-(4-Methoxy-benzenesulfonyl)-1-napthalene-ylmethyl-piperidine-4-carboxylic acid was prepared starting from 4-(4-methoxy-benzenesulfonyl)-napthalene-ylmethyl-piperidine-4-carboxylic acid ethyl ester (6.3 g, 13 mmol) dissolved in methanol (30 mL), 10 N sodium hydroxide (30 mL) and tetrahydrofuran (30 mL). The resulting reaction mixture was worked up as outlined in example 83. Yield 2.3 g (36%). yellow solid mp 226-228° C., MS: 440.0 (M+H)+.